Dataset: the Open Reaction Database (ORD), a public repository of structured organic reaction records. Task: describe an organic reaction: reactants, conditions, products, and yield Reactants: C(C1=CC=CC=C1)OC1=C(C=CC=C1C=1C=NC=CC1)C=1C=NC=CC1 (2,6-Bis(3-pyridyl)phenyl benzyl ether). The solvent is CO (MeOH). Reaction conditions: time 16 hour. Product: N1=CC(=CC=C1)C1=C(C(=CC=C1)C=1C=NC=CC1)O (2,6-bis(3-pyridyl)phenol). Reaction SMILES: C([O:8][C:9]1[C:14]([C:15]2[CH:16]=[N:17][CH:18]=[CH:19][CH:20]=2)=[CH:13][CH:12]=[CH:11][C:10]=1[C:21]1[CH:22]=[N:23][CH:24]=[CH:25][CH:26]=1)C1C=CC=CC=1>CO>[N:17]1[CH:18]=[CH:19][CH:20]=[C:15]([C:14]2[CH:13]=[CH:12][CH:11]=[C:10]([C:21]3[CH:22]=[N:23][CH:24]=[CH:25][CH:26]=3)[C:9]=2[OH:8])[CH:16]=1. Procedure: 2,6-Bis(3-pyridyl)phenyl benzyl ether (16.70 g, 49.35 mmol) was dissolved in MeOH (200 mL). Argon was bubbled through this solution for 10 min to remove oxygen. Then Pd/C (500 mg 5 w %) was added, and the reaction mixture was put into the Parr-reactor and shaken for 16 hr under a hydrogen atmosphere at 80 psi. After the hydrogenation, the resulting precipitate was redissolved by heating to reflux. The hot mixture was filtered over diatomaceous earth, and the filter cake thoroughly washed with ho... The reactants are CC(C)(C)[Si](C)(C)OCCc1csc(CN2CCC3(CC2)CN(C(=O)C(F)(F)F)CCO3)c1, CO, N. The product is CC(C)(C)[Si](C)(C)OCCc1csc(CN2CCC3(CC2)CNCCO3)c1. As a reaction SMILES: [C:2]([CH3:3])([CH3:4])([CH3:5])[Si:6]([O:7][CH2:8][CH2:9][c:10]1[cH:11][c:12]([CH2:15][N:16]2[CH2:17][CH2:18][C:19]3([CH2:20][N:21]([C:25](=[O:26])[C:27]([F:28])([F:29])[F:30])[CH2:22][CH2:23][O:24]3)[CH2:31][CH2:32]2)[s:13][cH:14]1)([CH3:33])[CH3:34].[CH3:35][OH:36].[NH3:1]>>[C:2]([CH3:3])([CH3:4])([CH3:5])[Si:6]([O:7][CH2:8][CH2:9][c:10]1[cH:11][c:12]([CH2:15][N:16]2[CH2:17][CH2:18][C:19]3([CH2:20][NH:21][CH2:22][CH2:23][O:24]3)[CH2:31][CH2:32]2)[s:13][cH:14]1)([CH3:33])[CH3:34]. Reactants: C1(=CC=CC=C1)CN (benzenemethanamine), BrCCC1CCCC1 ((2-bromoethyl)cyclopentane). Run in C(C)#N (acetonitrile). Product: C1(CCCC1)CCNCC1=CC=CC=C1 (N-[2-(Cyclopentyl)ethyl]benzenemethanamine). Reaction SMILES: [C:1]1([CH2:7][NH2:8])[CH:6]=[CH:5][CH:4]=[CH:3][CH:2]=1.Br[CH2:10][CH2:11][CH:12]1[CH2:16][CH2:15][CH2:14][CH2:13]1>C(#N)C>[CH:12]1([CH2:11][CH2:10][NH:8][CH2:7][C:1]2[CH:6]=[CH:5][CH:4]=[CH:3][CH:2]=2)[CH2:16][CH2:15][CH2:14][CH2:13]1. Procedure: Combine 10.7 g (0.1 mol) of benzenemethanamine and 17.7 g (0.1 mol) of (2-bromoethyl)cyclopentane in 100 mL of acetonitrile. Heat the mixture to reflux and follow the progress of the reaction by thin-layer chromatography on silica gel. At the completion of the reaction remove the solvent in vacuo and add 100 mL of saturated sodium bicarbonate solution. Extract the aqueous mixture with three 100 mL portions of diethyl ether. Dry the combined extracts over anhydrous sodium sulfate. Filter the dryi... The reactants are Cl (HCl), [OH-].[Na+] (sodium hydroxide), C(C)(C)(C)C1=C(C(=CC=C1)C(C)(C)C)O (2,6-di-tert-butylphenol), ClC1=CC=C(C=C1)[N+](=O)[O-] (1-chloro-4-nitrobenzene). Run in CS(=O)C (DMSO). Run at temperature 90 celsius, time 17 hour. Product: [N+](=O)([O-])C1=CC=C(C=C1)C1=CC(=C(C(=C1)C(C)(C)C)O)C(C)(C)C (4-(4'-nitrophenyl)-2,6-di-tert-butylphenol). The yield is 68.1%. RXN SMILES: [OH-].[Na+].[C:3]([C:7]1[CH:12]=[CH:11][CH:10]=[C:9]([C:13]([CH3:16])([CH3:15])[CH3:14])[C:8]=1[OH:17])([CH3:6])([CH3:5])[CH3:4].Cl[C:19]1[CH:24]=[CH:23][C:22]([N+:25]([O-:27])=[O:26])=[CH:21][CH:20]=1.Cl>CS(C)=O>[N+:25]([C:22]1[CH:23]=[CH:24][C:19]([C:11]2[CH:12]=[C:7]([C:3]([CH3:6])([CH3:5])[CH3:4])[C:8]([OH:17])=[C:9]([C:13]([CH3:16])([CH3:15])[CH3:14])[CH:10]=2)=[CH:20][CH:21]=1)([O-:27])=[O:26] |f:0.1|. Procedure: A mixture of 12.0 g (300 mmol) of powdered sodium hydroxide, 24.7 g (120 mmol) of 2,6-di-tert-butylphenol, 15.7 g (100 mmol) of 1-chloro-4-nitrobenzene, and 120 mL of DMSO was stirred for 17 hours at 90° C. and poured into one liter of 1N HCl. The resulting aqueous mixture was extracted with three 250 mL portions of diethyl ether. Combination, drying (MgSO4), and concentration of the organic layers afforded a residue which was purified by two recrystallizations from ethanol-dichloromethane to gi... The reactants are CC(C)OC(=O)/N=N/C(=O)OC(C)C (diisopropylazodicarboxylate), ClC=1C(=C(C=CC1O)C(C)=O)O (1-(3-chloro-2,4-dihydroxy-phenyl)ethanone), OCC1=CC=C(C=C1)C(C=1C=C(C#N)C=CC1)OC1OCCCC1 (3-[(4-hydroxymethyl-phenyl)-(tetrahydro-pyran-2-yloxy)-methyl]-benzonitrile), C1(=CC=CC=C1)P(C1=CC=CC=C1)C1=CC=CC=C1 (triphenylphosphine). Run in O1CCCC1 (tetrahydrofuran). Conditions: time 2 hour. Yields the product C(C)(=O)C1=C(C(=C(OCC2=CC=C(C=C2)C(C=2C=C(C#N)C=CC2)OC2OCCCC2)C=C1)Cl)O (3-[[4-(4-acetyl-2-chloro-3-hydroxy-phenoxymethyl)-phenyl]-(tetrahydro-pyran-2-yloxy)-methyl]-benzonitrile). The yield is 98.6%. RXN SMILES: CC(OC(/N=N/C(OC(C)C)=O)=O)C.[Cl:15][C:16]1[C:17]([OH:26])=[C:18]([C:23](=[O:25])[CH3:24])[CH:19]=[CH:20][C:21]=1[OH:22].O[CH2:28][C:29]1[CH:34]=[CH:33][C:32]([CH:35]([O:44][CH:45]2[CH2:50][CH2:49][CH2:48][CH2:47][O:46]2)[C:36]2[CH:37]=[C:38]([CH:41]=[CH:42][CH:43]=2)[C:39]#[N:40])=[CH:31][CH:30]=1.C1(P(C2C=CC=CC=2)C2C=CC=CC=2)C=CC=CC=1>O1CCCC1>[C:23]([C:18]1[CH:19]=[CH:20][C:21]([O:22][CH2:28][C:29]2[CH:30]=[CH:31][C:32]([CH:35]([O:44][CH:45]3[CH2:50][CH2:49][CH2:48][CH2:47][O:46]3)[C:36]3[CH:37]=[C:38]([CH:41]=[CH:42][CH:43]=3)[C:39]#[N:40])=[CH:33][CH:34]=2)=[C:16]([Cl:15])[C:17]=1[OH:26])(=[O:25])[CH3:24]. Reported procedure: Add diisopropylazodicarboxylate (DIAD, 5.418 g, 26.80 mmol) to a solution of 1-(3-chloro-2,4-dihydroxy-phenyl)ethanone (5.000 g, 26.80 mmol), 3-[(4-hydroxymethyl-phenyl)-(tetrahydro-pyran-2-yloxy)-methyl]-benzonitrile (8.666 g, 26.80 mmol), and triphenylphosphine (7.028 g, 26.80 mmol) in tetrahydrofuran (0.200M) at 0° C. Stir for 2 hours while warming to room temperature. Add silica gel and evaporate solvent. Chromatograph with Biotage Flash 75, eluting with 50-90% ethyl acetate/hexanes to affor... Starting materials: CCC(C)SP(=S)(Cl)CC, ClCCl, CNS(=O)(=O)c1ccccc1, CC#N. The product is CCC(C)SP(=S)(CC)N(C)S(=O)(=O)c1ccccc1. Reaction SMILES: [CH2:12]([CH3:13])[P:14]([Cl:15])(=[S:16])[S:17][CH:18]([CH2:19][CH3:20])[CH3:21].[CH2:25]([Cl:26])[Cl:27].[CH3:1][NH:2][S:3](=[O:4])(=[O:5])[c:6]1[cH:7][cH:8][cH:9][cH:10][cH:11]1.[CH3:22][C:23]#[N:24]>>[CH3:1][N:2]([S:3](=[O:4])(=[O:5])[c:6]1[cH:7][cH:8][cH:9][cH:10][cH:11]1)[P:14]([CH2:12][CH3:13])(=[S:16])[S:17][CH:18]([CH2:19][CH3:20])[CH3:21].